This data is from the Open Reaction Database (ORD), a public repository of structured organic reaction records. The task is: describe an organic reaction: reactants, conditions, products, and yield The reactants are ClC1=NN2C(C(=CC=C2)C=2C=C(CN(S(=O)(=O)C)C)C=CC2)=N1 (N-[3-(2-chloro-[1,2,4]triazolo[1,5-a]pyridin-8-yl)-benzyl]-N-methyl-methanesulfonamide), CN1CCN(CC1)C1=CC=C(C=C1)N (4-(4-methyl-piperazin-1-yl)-phenylamine), C1(CCCCC1)P(C1=C(C=CC=C1)C1=C(C=CC=C1)P(C1CCCCC1)C1CCCCC1)C1CCCCC1 (2,2′-bis-dicyclohexylphosphanyl-biphenyl). Yields the product CN(S(=O)(=O)C)CC1=CC(=CC=C1)C=1C=2N(C=CC1)N=C(N2)NC2=CC=C(C=C2)N2CCN(CC2)C (N-Methyl-N-(3-{2-[4-(4-methyl-piperazin-1-yl)-phenylamino]-[1,2,4]triazolo[1,5-a]pyridin-8-yl}-benzyl)-methanesulfonamide), foam. The yield is 6.0%. RXN SMILES: Cl[C:2]1[N:23]=[C:5]2[C:6]([C:10]3[CH:11]=[C:12]([CH:20]=[CH:21][CH:22]=3)[CH2:13][N:14]([CH3:19])[S:15]([CH3:18])(=[O:17])=[O:16])=[CH:7][CH:8]=[CH:9][N:4]2[N:3]=1.[CH3:24][N:25]1[CH2:30][CH2:29][N:28]([C:31]2[CH:36]=[CH:35][C:34]([NH2:37])=[CH:33][CH:32]=2)[CH2:27][CH2:26]1.C1(P(C2CCCCC2)C2C=CC=CC=2C2C=CC=CC=2P(C2CCCCC2)C2CCCCC2)CCCCC1>>[CH3:19][N:14]([CH2:13][C:12]1[CH:20]=[CH:21][CH:22]=[C:10]([C:6]2[C:5]3[N:4]([N:3]=[C:2]([NH:37][C:34]4[CH:33]=[CH:32][C:31]([N:28]5[CH2:27][CH2:26][N:25]([CH3:24])[CH2:30][CH2:29]5)=[CH:36][CH:35]=4)[N:23]=3)[CH:9]=[CH:8][CH:7]=2)[CH:11]=1)[S:15]([CH3:18])(=[O:17])=[O:16]. Procedure details: 175 c) N-Methyl-N-(3-{2-[4-(4-methyl-piperazin-1-yl)-phenylamino]-[1,2,4]triazolo[1,5-a]pyridin-8-yl}-benzyl)-methanesulfonamide was prepared from N-[3-(2-chloro-[1,2,4]triazolo[1,5-a]pyridin-8-yl)-benzyl]-N-methyl-methanesulfonamide (75.0 mg, 0.214 mmol) and 4-(4-methyl-piperazin-1-yl)-phenylamine (45.0 mg, 0.235 mmol) with 2,2′-bis-dicyclohexylphosphanyl-biphenyl (24.0 mg, 0.0439 mmol) as the ligand in a manner analogous to Example 2d. Product isolated as a yellow foam (0.007 g, 6%). 1H NMR (4... Starting materials: COC(=O)C(C)(C)Cc1c(C(=O)C(C)(C)C)c2cc(C(C)C)ccn2c1C(=O)c1cccc(C#N)c1, C1CCOC1, CC(N)=O, Cl[Pd]Cl, O. The product is COC(=O)C(C)(C)Cc1c(C(=O)C(C)(C)C)c2cc(C(C)C)ccn2c1C(=O)c1cccc(C(N)=O)c1. RXN SMILES: [C:1](#[N:2])[c:3]1[cH:4][c:5]([C:9](=[O:10])[c:11]2[c:12]([CH2:29][C:30]([C:31](=[O:32])[O:33][CH3:34])([CH3:35])[CH3:36])[c:13]([C:23]([C:24]([CH3:25])([CH3:26])[CH3:27])=[O:28])[c:14]3[cH:15][c:16]([CH:20]([CH3:21])[CH3:22])[cH:17][cH:18][n:19]23)[cH:6][cH:7][cH:8]1.[CH2:41]1[O:42][CH2:43][CH2:44][CH2:45]1.[CH3:37][C:38]([NH2:39])=[O:40].[Cl:47][Pd:48][Cl:49].[OH2:46]>>[C:1]([NH2:2])([c:3]1[cH:4][c:5]([C:9](=[O:10])[c:11]2[c:12]([CH2:29][C:30]([C:31](=[O:32])[O:33][CH3:34])([CH3:35])[CH3:36])[c:13]([C:23]([C:24]([CH3:25])([CH3:26])[CH3:27])=[O:28])[c:14]3[cH:15][c:16]([CH:20]([CH3:21])[CH3:22])[cH:17][cH:18][n:19]23)[cH:6][cH:7][cH:8]1)=[O:40]. The reactants are [H-].[Al+3].[Li+].[H-].[H-].[H-] (lithium aluminum hydride), C/C(/C=O)=C\C1=CC=C(C=C1)C ((2E)-2-methyl-3-(4-methylphenyl)-2-propenal), S(=O)(=O)([O-])[O-].[Na+].[Na+] (sodium sulfate). Solvent: C1CCOC1 (THF). Reaction conditions: time 3 hour. Product: C/C(/CO)=C\C1=CC=C(C=C1)C ((2E)-2-methyl-3-(4-methylphenyl)-2-propen-1-ol). Yield: 93.7%. As a reaction SMILES: [CH3:1]/[C:2](=[CH:5]\[C:6]1[CH:11]=[CH:10][C:9]([CH3:12])=[CH:8][CH:7]=1)/[CH:3]=[O:4].[H-].[Al+3].[Li+].[H-].[H-].[H-].S([O-])([O-])(=O)=O.[Na+].[Na+]>C1COCC1>[CH3:1]/[C:2](=[CH:5]\[C:6]1[CH:7]=[CH:8][C:9]([CH3:12])=[CH:10][CH:11]=1)/[CH2:3][OH:4] |f:1.2.3.4.5.6,7.8.9|. Reported procedure: (2E)-2-methyl-3-(4-methylphenyl)-2-propenal (320 g, 2 mol, described in Tet. Let., 28, 1987, 1263) was dissolved under nitrogen in dry THF (1 liter). The solution was cooled in an ice-water bath and solid lithium aluminum hydride (25 g, 0.63 mol) was added portion-wise at a rate such as to maintain the internal temperature below 20° C. The cooling bath was removed and the reaction stirred for 3 hours. It was then recooled in an ice-water bath. Water (25 ml) was added slowly to the reaction, foll... Starting materials: ClC1=C(C=CC(=C1)Cl)CC#N (2,4-dichlorobenzeneacetonitrile), C(C)OC(=O)C=1C=NC(=CC1)C(F)(F)F (6-(trifluoromethyl)-3-pyridinecarboxylic acid ethyl ester). Procedure details: The title compound was prepared in analogy to Example 2, steps 1-4, from 2,4-dichlorobenzeneacetonitrile [CAS Reg. No. 6306-60-1] and 6-(trifluoromethyl)-3-pyridinecarboxylic acid ethyl ester [CAS Reg. No. 597532-36-0]. MS (m/e)=418.1 [MH+]. RXN SMILES: [Cl:1][C:2]1[CH:7]=[C:6]([Cl:8])[CH:5]=[CH:4][C:3]=1[CH2:9][C:10]#N.C(O[C:15]([C:17]1[CH:18]=[N:19][C:20]([C:23]([F:26])([F:25])[F:24])=[CH:21][CH:22]=1)=[O:16])C>>[Cl:1][C:2]1[CH:7]=[C:6]([Cl:8])[CH:5]=[CH:4][C:3]=1[CH:9]([CH3:10])[C:15]([C:17]1[CH:18]=[N:19][C:20]([C:23]([F:24])([F:25])[F:26])=[CH:21][CH:22]=1)([OH:16])[C:23]([F:26])([F:25])[F:24]. Product: ClC1=C(C=CC(=C1)Cl)C(C(C(F)(F)F)(O)C=1C=NC(=CC1)C(F)(F)F)C (3-(2,4-Dichloro-phenyl)-1,1,1-trifluoro-2-(6-trifluoromethyl-pyridin-3-yl)-butan-2-ol). The reactants are OC1=CC=C2CCCC(C2=C1)=O (7-hydroxy-1-tetralone), C([O-])([O-])=O.[Cs+].[Cs+] (caesium carbonate), C(C1=CC=CC=C1)Br (benzylbromide). Solvent: CN(C)C=O (DMF). Reaction conditions: time 3 hour. The product is C(C1=CC=CC=C1)OC1=CC=C2CCCC(C2=C1)=O (7-Benzyloxy-3,4-dihydro-1(2H)naphthalenone), desired compound. As a reaction SMILES: [OH:1][C:2]1[CH:11]=[C:10]2[C:5]([CH2:6][CH2:7][CH2:8][C:9]2=[O:12])=[CH:4][CH:3]=1.C(=O)([O-])[O-].[Cs+].[Cs+].[CH2:19](Br)[C:20]1[CH:25]=[CH:24][CH:23]=[CH:22][CH:21]=1>CN(C=O)C>[CH2:19]([O:1][C:2]1[CH:11]=[C:10]2[C:5]([CH2:6][CH2:7][CH2:8][C:9]2=[O:12])=[CH:4][CH:3]=1)[C:20]1[CH:25]=[CH:24][CH:23]=[CH:22][CH:21]=1 |f:1.2.3|. Procedure details: 7-Benzyloxy-3,4-dihydro-1(2H)naphthalenone was prepared by treating 7-hydroxy-1-tetralone (5.91 g, 36.4 mmol) and caesium carbonate (13 g, 40.0 mmol) in dry DMF (100 ml) and under N2 with benzylbromide (6.22 g, 4.33 ml, 36.4 mmol). The reaction was stirred for 3 h and the mixture then filtered and the filtrate concentrated in vacuo. The oily residue was partitioned between ethyl acetate (200 ml) and brine (200 ml), the organic layer separated, dried (MgSO4) and concentrated in vacuo. Trituration... Starting materials: O=C([O-])[O-], Clc1nc2ccccc2s1, [Cs+], [Cs+], O=C(O)c1ccc(O)cc1F, CN(C)C=O. Product: O=C(O)c1ccc(Oc2nc3ccccc3s2)cc1F. As a reaction SMILES: [C:12](=[O:13])([O-:14])[O-:15].[Cl:18][c:19]1[s:20][c:21]2[c:22]([n:23]1)[cH:24][cH:25][cH:26][cH:27]2.[Cs+:16].[Cs+:17].[F:1][c:2]1[c:3]([C:4](=[O:5])[OH:6])[cH:7][cH:8][c:9]([OH:11])[cH:10]1.[O:28]=[CH:29][N:30]([CH3:31])[CH3:32]>>[F:1][c:2]1[c:3]([C:4](=[O:5])[OH:6])[cH:7][cH:8][c:9]([O:11][c:19]2[s:20][c:21]3[c:22]([n:23]2)[cH:24][cH:25][cH:26][cH:27]3)[cH:10]1. Reactants: COC1=CC=C(C=C1)B(O)O (4-methoxyphenylboronic acid), COC(=O)C=1C(SC2=CC(=CC=C2C1O)Br)=O (7-bromo-4-hydroxy-2-oxo-2H-thiochromene-3-carboxylic acid methyl ester), C(=O)([O-])[O-].[Na+].[Na+] (Na2CO3). The reagents and catalysts are C=1C=CC(=CC1)[P](C=2C=CC=CC2)(C=3C=CC=CC3)[Pd]([P](C=4C=CC=CC4)(C=5C=CC=CC5)C=6C=CC=CC6)([P](C=7C=CC=CC7)(C=8C=CC=CC8)C=9C=CC=CC9)[P](C=1C=CC=CC1)(C=1C=CC=CC1)C=1C=CC=CC1 (Pd(PPh3)4). The solvent is C(OC)COC (dimethoxyethane). The product is COC(=O)C=1C(SC2=CC(=CC=C2C1O)C1=CC=C(C=C1)OC)=O (4-hydroxy-7-(4-methoxy-phenyl)-2-oxo-2H-thiochromene-3-carboxylic acid methyl ester). The yield is 71.2%. As a reaction SMILES: [CH3:1][O:2][C:3]([C:5]1[C:6](=[O:17])[S:7][C:8]2[C:13]([C:14]=1[OH:15])=[CH:12][CH:11]=[C:10](Br)[CH:9]=2)=[O:4].[CH3:18][O:19][C:20]1[CH:25]=[CH:24][C:23](B(O)O)=[CH:22][CH:21]=1.C([O-])([O-])=O.[Na+].[Na+]>C(COC)OC.C1C=CC([P]([Pd]([P](C2C=CC=CC=2)(C2C=CC=CC=2)C2C=CC=CC=2)([P](C2C=CC=CC=2)(C2C=CC=CC=2)C2C=CC=CC=2)[P](C2C=CC=CC=2)(C2C=CC=CC=2)C2C=CC=CC=2)(C2C=CC=CC=2)C2C=CC=CC=2)=CC=1>[CH3:1][O:2][C:3]([C:5]1[C:6](=[O:17])[S:7][C:8]2[C:13]([C:14]=1[OH:15])=[CH:12][CH:11]=[C:10]([C:23]1[CH:24]=[CH:25][C:20]([O:19][CH3:18])=[CH:21][CH:22]=1)[CH:9]=2)=[O:4] |f:2.3.4,^1:44,46,65,84|. Procedure: To a mixture of 7-bromo-4-hydroxy-2-oxo-2H-thiochromene-3-carboxylic acid methyl ester (Example 5e) (180 mg, 0.57 mmol) in dimethoxyethane (DME) (2.5 mL) was added 4-methoxyphenylboronic acid (104 mg, 0.69 mmol), Pd(PPh3)4 solid (66 mg, 0.06 mmol) and then 2M aqueous Na2CO3 solution (0.7 mL). The resulting mixture was purged with nitrogen gas for 1 min and heated to reflux for 2 h. After cooling the reaction mixture was diluted with water (50 mL) and acidified using 1 N HCl to pH 3-4. The precip...